From a dataset of the Open Reaction Database (ORD), a public repository of structured organic reaction records. describe an organic reaction: reactants, conditions, products, and yield The product is ClC1=C(N)C=CC(=C1C)F (2-chloro-4-fluoro-3-methylaniline). As a reaction SMILES: [Cl:1][C:2]1[C:7]([N+:8]([O-])=O)=[CH:6][CH:5]=[C:4]([F:11])[C:3]=1[CH3:12].C(O)(C)C>Cl.O>[Cl:1][C:2]1[C:3]([CH3:12])=[C:4]([F:11])[CH:5]=[CH:6][C:7]=1[NH2:8]. Reaction conditions: temperature 82 celsius. The solvent is O (water). Procedure details: To a mixture of 2-chloro-6-fluoro-3-nitrotoluene (140 g), isopropanol (560 ml) and water (147 ml), hydrogen reduced iron (172.2 g) was added hydrochloric acid (43 drops) and with vigorous stirring the whole heated to reflux temperature (82° C.) for 4 hours. The cooled mixture was then filtered and the filtrate evaporated under reduced pressure giving an oil which on distillation gave 2-chloro-4-fluoro-3-methylaniline (72 g). Reactants: ClC1=C(C(=CC=C1[N+](=O)[O-])F)C (2-chloro-6-fluoro-3-nitrotoluene), C(C)(C)O (isopropanol), hydrogen reduced iron. Reagents/catalysts: Cl (hydrochloric acid). Isolated yield 61.1%. Starting materials: CN(C)C=O (DMF), CC(C)([O-])C.[Na+] (sodium tert-butoxide), C1(CC1)S(=O)(=O)Cl (cyclopropanesulfonyl chloride), BrC1=C(C2=C(N=C(C=C2N)C)S1)C1=CC(=CC=C1)OC (2-bromo-6-methyl-3-[3-(methyloxy)phenyl]thieno[2,3-b]pyridin-4-amine), CC(C)([O-])C.[Na+] (sodium tert-butoxide), C1(CC1)S(=O)(=O)Cl (cyclopropanesulfonyl chloride). Run in C1CCOC1 (THF), C(C)(=O)OCC (ethyl acetate), O (water). Run at time 15 minute. Product: BrC1=C(C=2C(=NC(=CC2NS(=O)(=O)C2CC2)C)S1)C1=CC(=CC=C1)OC (N-{2-Bromo-6-methyl-3-[3-(methyloxy)phenyl]thieno[2,3-b]pyridin-4-yl}cyclopropanesulfonamide). Isolated yield 32.3%. Reaction SMILES: [Br:1][C:2]1[S:12][C:5]2[N:6]=[C:7]([CH3:11])[CH:8]=[C:9]([NH2:10])[C:4]=2[C:3]=1[C:13]1[CH:18]=[CH:17][CH:16]=[C:15]([O:19][CH3:20])[CH:14]=1.CC(C)([O-])C.[Na+].[CH:27]1([S:30](Cl)(=[O:32])=[O:31])[CH2:29][CH2:28]1.CN(C=O)C>C1COCC1.C(OCC)(=O)C.O>[Br:1][C:2]1[S:12][C:5]2=[N:6][C:7]([CH3:11])=[CH:8][C:9]([NH:10][S:30]([CH:27]3[CH2:29][CH2:28]3)(=[O:32])=[O:31])=[C:4]2[C:3]=1[C:13]1[CH:18]=[CH:17][CH:16]=[C:15]([O:19][CH3:20])[CH:14]=1 |f:1.2|. Procedure details: To a stirred solution of 2-bromo-6-methyl-3-[3-(methyloxy)phenyl]thieno[2,3-b]pyridin-4-amine (Description 17) (303 mg, 0.868 mmol) in THF (5 mL) at RT, was added sodium tert-butoxide (214 mg, 2.227 mmol). The reaction mixture was stirred at RT for 15 min, followed by the addition of cyclopropanesulfonyl chloride (0.16 mL, 1.74 mmol). The reaction mixture was stirred at RT for 1.5 h, followed by the sequential of addition of DMF (2.5 mL), sodium tert-butoxide (202 mg) and cyclopropanesulfonyl ch...